Dataset: the Open Reaction Database (ORD), a public repository of structured organic reaction records. Task: describe an organic reaction: reactants, conditions, products, and yield Procedure details: To a solution of ethyl 4-[(5,6-dihydro-5,5-dimethyl-8-(3-((2,2 diethylethyl)-dimethylsiloxy)-phenyl)-2-naphthalenyl)ethynyl]benzoate (Compound H) 60.0 mg (0.114 mmol) in 1.0 ml of THF at room temperature was added 91.5 mg (0.35 ml, 0.35 mmol) of tetrabutylamonium flouride (1 M solution in THF). After stirring overnight, the solution was diluted with EtOAc and washed with H2O and saturated aqueous NaCl, before being dried over MgSO4. Removal of the solvents under reduced pressure, followed by col... As a reaction SMILES: [CH3:1][C:2]1([CH3:41])[CH2:11][CH:10]=[C:9]([C:12]2[CH:17]=[CH:16][CH:15]=[C:14]([O:18][Si](CC(CC)CC)(C)C)[CH:13]=2)[C:8]2[CH:7]=[C:6]([C:28]#[C:29][C:30]3[CH:40]=[CH:39][C:33]([C:34]([O:36][CH2:37][CH3:38])=[O:35])=[CH:32][CH:31]=3)[CH:5]=[CH:4][C:3]1=2.[F-].C([N+](CCCC)(CCCC)CCCC)CCC>C1COCC1.CCOC(C)=O>[CH3:41][C:2]1([CH3:1])[CH2:11][CH:10]=[C:9]([C:12]2[CH:17]=[CH:16][CH:15]=[C:14]([OH:18])[CH:13]=2)[C:8]2[CH:7]=[C:6]([C:28]#[C:29][C:30]3[CH:31]=[CH:32][C:33]([C:34]([O:36][CH2:37][CH3:38])=[O:35])=[CH:39][CH:40]=3)[CH:5]=[CH:4][C:3]1=2 |f:1.2|. The reactants are CC1(C=2C=CC(=CC2C(=CC1)C1=CC(=CC=C1)O[Si](C)(C)CC(CC)CC)C#CC1=CC=C(C(=O)OCC)C=C1)C (ethyl 4-[(5,6-dihydro-5,5-dimethyl-8-(3-((2,2 diethylethyl)-dimethylsiloxy)-phenyl)-2-naphthalenyl)ethynyl]benzoate), CC1(C=2C=CC(=CC2C(=CC1)C1=CC(=CC=C1)O[Si](C)(C)CC(CC)CC)C#CC1=CC=C(C(=O)OCC)C=C1)C (ethyl 4-[(5,6-dihydro-5,5-dimethyl-8-(3-((2,2 diethylethyl)-dimethylsiloxy)-phenyl)-2-naphthalenyl)ethynyl]benzoate), [F-].C(CCC)[N+](CCCC)(CCCC)CCCC (tetrabutylamonium flouride). Reaction conditions: time 8 hour. The product is CC1(C=2C=CC(=CC2C(=CC1)C1=CC(=CC=C1)O)C#CC1=CC=C(C(=O)OCC)C=C1)C (Ethyl 4-[(5,6-dihydro-5,5-dimethyl-8-(3-hydroxyphenyl)-2-naphthalenyl)ethynyl]benzoate). Solvent: CCOC(=O)C (EtOAc), C1CCOC1 (THF). Yield: 54.9%. Reactants: NC=1C2=C(N=C(N1)CCCC)C(=CN2COCC2=CC=CC=C2)C#CCN2CCN(CC2)C(=O)OC(C)(C)C (tert-butyl 4-(3-(4-amino-5-((benzyloxy)methyl)-2-butyl-5H-pyrrolo[3,2-d]pyrimidin-7-yl)prop-2-yn-1-yl)piperazine-1-carboxylate), Cl (hydrogen chloride), Cl (hydrogen chloride). Product: C(C1=CC=CC=C1)OCN1C=C(C=2N=C(N=C(C21)N)CCCC)C#CCN2CCNCC2 (5-((Benzyloxy)methyl)-2-butyl-7-(3-(piperazin-1-yl)prop-1-yn-1-yl)-5H-pyrrolo[3,2-d]pyrimidin-4-amine). Solvent: CO (methanol), O1CCOCC1 (1,4-dioxane), O1CCOCC1 (1,4-dioxane), CO.CS(=O)C (MeOH DMSO). Procedure: To a solution of tert-butyl 4-(3-(4-amino-5-((benzyloxy)methyl)-2-butyl-5H-pyrrolo[3,2-d]pyrimidin-7-yl)prop-2-yn-1-yl)piperazine-1-carboxylate (85 mg, 0.160 mmol) in anhydrous methanol (5 mL) was added 4M hydrogen chloride in 1,4-dioxane (0.5 ml, 2.0 mmol). The reaction was stirred at room temperature for 19 hours. A further 0.5 mL (2.0 mmol) of 4M hydrogen chloride in 1,4-dioxane was added to the reaction. Reaction stirred at room temperature for 2 hours. The reaction was evaporated to dryness... Conditions: time 19 hour. RXN SMILES: [NH2:1][C:2]1[C:3]2[N:14]([CH2:15][O:16][CH2:17][C:18]3[CH:23]=[CH:22][CH:21]=[CH:20][CH:19]=3)[CH:13]=[C:12]([C:24]#[C:25][CH2:26][N:27]3[CH2:32][CH2:31][N:30](C(OC(C)(C)C)=O)[CH2:29][CH2:28]3)[C:4]=2[N:5]=[C:6]([CH2:8][CH2:9][CH2:10][CH3:11])[N:7]=1.Cl>CO.O1CCOCC1.CO.CS(C)=O>[CH2:17]([O:16][CH2:15][N:14]1[C:3]2[C:2]([NH2:1])=[N:7][C:6]([CH2:8][CH2:9][CH2:10][CH3:11])=[N:5][C:4]=2[C:12]([C:24]#[C:25][CH2:26][N:27]2[CH2:28][CH2:29][NH:30][CH2:31][CH2:32]2)=[CH:13]1)[C:18]1[CH:23]=[CH:22][CH:21]=[CH:20][CH:19]=1 |f:4.5|. Reactants: CC1=CC(=C(C(N1)=O)C#N)C(C)C (6-methyl-2-oxo-4-(propan-2-yl)-1,2-dihydropyridine-3-carbonitrile), Cl (HCl), N#N (N2), N#N (N2). Reagents/catalysts: [OH-].[OH-].[Pd+2] (Pd(OH)2). Run in CO (MeOH). Conditions: temperature 23 celsius, time 24 hour. Product: Cl.NCC=1C(NC(=CC1C(C)C)C)=O (3-(Aminomethyl)-6-methyl-4-(propan-2-yl)-1,2-dihydropyridin-2-one HCl salt). The yield is 100.0%. Reaction SMILES: [CH3:1][C:2]1[NH:7][C:6](=[O:8])[C:5]([C:9]#[N:10])=[C:4]([CH:11]([CH3:13])[CH3:12])[CH:3]=1.[ClH:14].N#N>CO.[OH-].[OH-].[Pd+2]>[ClH:14].[NH2:10][CH2:9][C:5]1[C:6](=[O:8])[NH:7][C:2]([CH3:1])=[CH:3][C:4]=1[CH:11]([CH3:12])[CH3:13] |f:4.5.6,7.8|. Procedure details: To a solution of 6-methyl-2-oxo-4-(propan-2-yl)-1,2-dihydropyridine-3-carbonitrile (5.00 g, 28.4 mmol) and in MeOH (400 ml) and HCl (8.8 ml, 12 M) was added 10% Pd(OH)2 (5.17 g, 3.68 mmol) under N2 atmosphere. The N2 gas was displaced by H2 gas and the mixture was stirred for 24 h at 23° C. under hydrogen. The H2 gas was displaced by N2 gas and the mixture was filtered through celite, washed with MeOH and concentrated. The residue was triturated with EtOH-TBME, the solid was collected with Buchn... Starting materials: ClC=1C=C(C(=O)OO)C=CC1 (m-Chloroperoxybenzoic acid), ClC1=C(C(=O)NCC23CC4CC(CC(C2)C4)C3)C=C(C=C1)SC1CCNCC1 (2-chloro-5-(piperidin-4-ylsulfanyl)-N-(tricyclo[3.3.1.13,7]dec-1-ylmethyl)-benzamide), [OH-].[Ca+2].[OH-] (calcium hydroxide). Run in ClCCl (dichloromethane). Reaction conditions: time 14 hour. Yields the product ClC1=C(C(=O)NCC23CC4CC(CC(C2)C4)C3)C=C(C=C1)S(=O)C1CCNCC1 (2-Chloro-5-(piperidin-4-ylsulfinyl)-N-(tricyclo[3.3.1.13,7]dec-1-ylmethyl)-benzamide), hydrochloride salt. RXN SMILES: ClC1C=C(C=CC=1)C(OO)=[O:6].[Cl:12][C:13]1[CH:32]=[CH:31][C:30]([S:33][CH:34]2[CH2:39][CH2:38][NH:37][CH2:36][CH2:35]2)=[CH:29][C:14]=1[C:15]([NH:17][CH2:18][C:19]12[CH2:28][CH:23]3[CH2:24][CH:25]([CH2:27][CH:21]([CH2:22]3)[CH2:20]1)[CH2:26]2)=[O:16].[OH-].[Ca+2].[OH-]>ClCCl>[Cl:12][C:13]1[CH:32]=[CH:31][C:30]([S:33]([CH:34]2[CH2:39][CH2:38][NH:37][CH2:36][CH2:35]2)=[O:6])=[CH:29][C:14]=1[C:15]([NH:17][CH2:18][C:19]12[CH2:20][CH:21]3[CH2:22][CH:23]([CH2:24][CH:25]([CH2:27]3)[CH2:26]1)[CH2:28]2)=[O:16] |f:2.3.4|. Reported procedure: m-Chloroperoxybenzoic acid (166 mg) was added to a solution of 2-chloro-5-(piperidin-4-ylsulfanyl)-N-(tricyclo[3.3.1.13,7]dec-1-ylmethyl)-benzamide (0.35 g, Example 55c) in dichloromethane (5 ml). After 2 h calcium hydroxide (0.20 g) was added and 30 min. later the salts removed by filtration. The filtrate was concentrated under reduced pressure to give a residue which was purified by silica gel chromatography (eluting with 0-25% ethanol in dichloromethane). The residue was dissolved in methanol... Reactants: CCO, Clc1cncc(Cl)n1, [Na+], [OH-], N#Cc1ccc(O)cc1. Yields the product N#Cc1ccc(Oc2cncc(Cl)n2)cc1. Reaction SMILES: [CH3:20][CH2:21][OH:22].[Cl:1][c:2]1[n:3][c:4]([Cl:8])[cH:5][n:6][cH:7]1.[Na+:19].[OH-:18].[OH:9][c:10]1[cH:11][cH:12][c:13]([C:16]#[N:17])[cH:14][cH:15]1>>[c:2]1([O:9][c:10]2[cH:11][cH:12][c:13]([C:16]#[N:17])[cH:14][cH:15]2)[n:3][c:4]([Cl:8])[cH:5][n:6][cH:7]1. The reactants are [Br-], CC(=O)c1cccc(-c2ccc3oc(CCN4CCCC4C)cc3c2)c1, C[Mg+], C1CCOC1. Yields the product CC1CCCN1CCc1cc2cc(-c3cccc(C(C)(C)O)c3)ccc2o1. Reaction SMILES: [Br-:27].[CH3:1][CH:2]1[N:3]([CH2:7][CH2:8][c:9]2[o:10][c:11]3[c:12]([cH:13]2)[cH:14][c:15](-[c:18]2[cH:19][c:20]([C:24]([CH3:25])=[O:26])[cH:21][cH:22][cH:23]2)[cH:16][cH:17]3)[CH2:4][CH2:5][CH2:6]1.[CH3:28][Mg+:29].[O:30]1[CH2:31][CH2:32][CH2:33][CH2:34]1>>[CH3:1][CH:2]1[N:3]([CH2:7][CH2:8][c:9]2[o:10][c:11]3[c:12]([cH:13]2)[cH:14][c:15](-[c:18]2[cH:19][c:20]([C:24]([CH3:25])([OH:26])[CH3:28])[cH:21][cH:22][cH:23]2)[cH:16][cH:17]3)[CH2:4][CH2:5][CH2:6]1. RXN SMILES: [BH4-:17].[CH3:19][CH2:20][OH:21].[CH3:22][CH2:23][O:24][CH2:25][CH3:26].[ClH:27].[F:1][c:2]1[c:3]([O:10][c:11]2[cH:12][cH:13][cH:14][cH:15][cH:16]2)[cH:4][c:5]([CH:6]=[O:7])[cH:8][cH:9]1.[Na+:18]>>[F:1][c:2]1[c:3]([O:10][c:11]2[cH:12][cH:13][cH:14][cH:15][cH:16]2)[cH:4][c:5]([CH2:6][OH:7])[cH:8][cH:9]1. Yields the product OCc1ccc(F)c(Oc2ccccc2)c1. The reactants are [BH4-], CCO, CCOCC, Cl, O=Cc1ccc(F)c(Oc2ccccc2)c1, [Na+]. Starting materials: [Cl-].[Li+] (lithium chloride), COC1=C(C=C(C(=O)N2CS(C3=C2C=CC=C3)(=O)=O)C=C1C(F)(F)F)C(=O)N1CSCC1 (3-[4-methoxy-3-(1,3-thiazolidine-3-carbonyl)-5-trifluoromethylbenzoyl]-1,1-dioxo-2,3-dihydro-1,3-benzothiazole), Cl (hydrochloric acid). Solvent: CN(C=O)C (N,N-dimethylformamide). Reaction conditions: temperature 120 celsius, time 1.5 hour. Yields the product OC1=C(C=C(C(=O)N2CS(C3=C2C=CC=C3)(=O)=O)C=C1C(F)(F)F)C(=O)N1CSCC1 (3-[4-hydroxy-3-(1,3-thiazolidine-3-carbonyl)-5-trifluoromethylbenzoyl]-1,1-dioxo-2,3-dihydro-1,3-benzothiazole). Yield: 35.1%. Reaction SMILES: C[O:2][C:3]1[C:21]([C:22]([F:25])([F:24])[F:23])=[CH:20][C:6]([C:7]([N:9]2[C:13]3[CH:14]=[CH:15][CH:16]=[CH:17][C:12]=3[S:11](=[O:19])(=[O:18])[CH2:10]2)=[O:8])=[CH:5][C:4]=1[C:26]([N:28]1[CH2:32][CH2:31][S:30][CH2:29]1)=[O:27].[Cl-].[Li+].Cl>CN(C)C=O>[OH:2][C:3]1[C:21]([C:22]([F:25])([F:24])[F:23])=[CH:20][C:6]([C:7]([N:9]2[C:13]3[CH:14]=[CH:15][CH:16]=[CH:17][C:12]=3[S:11](=[O:19])(=[O:18])[CH2:10]2)=[O:8])=[CH:5][C:4]=1[C:26]([N:28]1[CH2:32][CH2:31][S:30][CH2:29]1)=[O:27] |f:1.2|. Reported procedure: 3-[4-methoxy-3-(1,3-thiazolidine-3-carbonyl)-5-trifluoromethylbenzoyl]-1,1-dioxo-2,3-dihydro-1,3-benzothiazole (138 mg) was dissolved in N,N-dimethylformamide (2 mL), and lithium chloride (118 mg) was added to the solution, and then the mixture was stirred at 120° C. for 1.5 hours. To the reaction solution, 1N hydrochloric acid was added, and then the mixture was extracted with ethyl acetate. The organic layer was washed with water and saturated brine, and then dried over anhydrous sodium sulfat... Starting materials: O=C1CCC(=O)N1Br, ClC(Cl)(Cl)Cl, Cc1ccc(F)c(Oc2ccccc2)c1, CC(C)(C#N)N=NC(C)(C)C#N. The product is Fc1ccc(CBr)cc1Oc1ccccc1. Reaction SMILES: [Br:16][N:17]1[C:18](=[O:19])[CH2:20][CH2:21][C:22]1=[O:23].[C:36]([Cl:37])([Cl:38])([Cl:39])[Cl:40].[F:1][c:2]1[c:3]([O:9][c:10]2[cH:11][cH:12][cH:13][cH:14][cH:15]2)[cH:4][c:5]([CH3:8])[cH:6][cH:7]1.[N:24]([C:25]([CH3:26])([CH3:27])[C:28]#[N:29])=[N:30][C:31]([CH3:32])([CH3:33])[C:34]#[N:35]>>[F:1][c:2]1[c:3]([O:9][c:10]2[cH:11][cH:12][cH:13][cH:14][cH:15]2)[cH:4][c:5]([CH2:8][Br:16])[cH:6][cH:7]1.